This data is from the Open Reaction Database (ORD), a public repository of structured organic reaction records. The task is: describe an organic reaction: reactants, conditions, products, and yield Starting materials: C([O-])([O-])=O.[K+].[K+] (potassium carbonate), OC1=CC2=C(C(=NO2)C(C)=O)C=C1 (1-(6-hydroxy-1,2-benzisoxazol-3-yl)ethanone), BrCC1=CC(=CC=C1)C(F)(F)F (1-(bromomethyl)-3-(trifluoromethyl)benzene). Solvent: CC(=O)C (acetone). Product: FC(C=1C=C(COC2=CC3=C(C(=NO3)C(C)=O)C=C2)C=CC1)(F)F (1-(6-[3-(trifluoromethyl)benzyloxy]-1,2-benzisoxazol-3-yl)ethanone). As a reaction SMILES: [OH:1][C:2]1[CH:13]=[CH:12][C:5]2[C:6]([C:9](=[O:11])[CH3:10])=[N:7][O:8][C:4]=2[CH:3]=1.C(=O)([O-])[O-].[K+].[K+].Br[CH2:21][C:22]1[CH:27]=[CH:26][CH:25]=[C:24]([C:28]([F:31])([F:30])[F:29])[CH:23]=1>CC(C)=O>[F:29][C:28]([F:30])([F:31])[C:24]1[CH:23]=[C:22]([CH:27]=[CH:26][CH:25]=1)[CH2:21][O:1][C:2]1[CH:13]=[CH:12][C:5]2[C:6]([C:9](=[O:11])[CH3:10])=[N:7][O:8][C:4]=2[CH:3]=1 |f:1.2.3|. Procedure details: 2 g of 1-(6-hydroxy-1,2-benzisoxazol-3-yl)ethanone are dissolved in 20 ml of acetone, 2.1 g of potassium carbonate are added and then 3 g of 1-(bromomethyl)-3-(trifluoromethyl)benzene are added dropwise. The reaction mixture is then refluxed for 1 h. After cooling and filtration and concentrating the filtrate under vacuum, the crude product is taken up in ethyl acetate, the organic phase is washed once with water and once with a saturated solution of sodium chloride, dried over sodium sulfate an... Product: ClC=1C(=NC=CC1)CC(=O)[O-].[Na+] (sodium 2-(3-chloropyridin-2-yl)acetate). Solvent: C1CCOC1 (THF). Reactants: ClC=1C(=NC=CC1)CC(=O)OCC (ethyl 2-(3-chloropyridin-2-yl)acetate), [OH-].[Na+] (NaOH). Run at time 8 hour. Procedure details: A solution of ethyl 2-(3-chloropyridin-2-yl)acetate (7.59 g, 38 mmol) in THF (76 mL) was treated at room temperature with 3 M aqueous NaOH (25.3 mL, 76 mmol). The mixture was stirred at room temperature overnight and concentrated to remove the THF. The aqueous residue was frozen on dry ice and lyophilized to give sodium 2-(3-chloropyridin-2-yl)acetate as an off-white solid, used without further purification. Mass spectrum m/z 172 (M+H)+. RXN SMILES: [Cl:1][C:2]1[C:3]([CH2:8][C:9]([O:11]CC)=[O:10])=[N:4][CH:5]=[CH:6][CH:7]=1.[OH-].[Na+:15]>C1COCC1>[Cl:1][C:2]1[C:3]([CH2:8][C:9]([O-:11])=[O:10])=[N:4][CH:5]=[CH:6][CH:7]=1.[Na+:15] |f:1.2,4.5|.